From a dataset of the Open Reaction Database (ORD), a public repository of structured organic reaction records. describe an organic reaction: reactants, conditions, products, and yield The reactants are FC(C(O)C1=CC=C(C=C1)C)(F)F (2,2,2-trifluoro-1-(4-methylphenyl)ethanol), O (water), Cl[O-].[Na+] (sodium hypochlorite). Reagents/catalysts: S(=O)(=O)(O)[O-].C(CCC)[N+](CCCC)(CCCC)CCCC (tetrabutylammonium hydrogen sulfate). The solvent is C(Cl)Cl (methylene chloride). Product: FC(C(=O)C1=CC=C(C=C1)C)(F)F (4-Trifluoroacetyltoluene). Reaction SMILES: [F:1][C:2]([F:13])([F:12])[CH:3]([C:5]1[CH:10]=[CH:9][C:8]([CH3:11])=[CH:7][CH:6]=1)[OH:4].Cl[O-].[Na+].O>S([O-])(O)(=O)=O.C([N+](CCCC)(CCCC)CCCC)CCC.C(Cl)Cl>[F:1][C:2]([F:12])([F:13])[C:3]([C:5]1[CH:10]=[CH:9][C:8]([CH3:11])=[CH:7][CH:6]=1)=[O:4] |f:1.2,4.5|. Procedure details: 2.88 g (0.015 mol) of 2,2,2-trifluoro-1-(4-methylphenyl)ethanol and 0.26 g (0.0007 mol) of tetrabutylammonium hydrogen sulfate are dissolved in 125 ml of methylene chloride at room temperature. 9.3 ml (0.018 mol) of an approximately 12% strength sodium hypochlorite solution are metered in within 10 minutes with vigorous stirring and the mixture is stirred for a further 4 hours at room temperature. The reaction mixture is added to 100 ml of water, the phases are separated, the aqueous phase is ex... The reactants are C1(=CC=CC=C1)C#C (phenylacetylene), C(C#C)OC1=CC=CC=C1 (phenyl propargyl ether), N(=[N+]=[N-])C=1SC(=C(N1)C)C(=O)NCC1=CC=CC=C1 (2-azido-N-benzyl-4-methylthiazole-5-carboxamide). Product: C(C1=CC=CC=C1)NC(=O)C1=C(N=C(S1)N1N=NC(=C1)COC1=CC=CC=C1)C (N-benzyl-4-methyl-2-(4-(phenoxymethyl)-1H-1,2,3-triazol-1-yl)thiazole-5-carboxamide). The yield is 36.0%. RXN SMILES: C1(C#C)C=CC=CC=1.[CH2:9]([O:12][C:13]1[CH:18]=[CH:17][CH:16]=[CH:15][CH:14]=1)[C:10]#[CH:11].[N:19]([C:22]1[S:23][C:24]([C:28]([NH:30][CH2:31][C:32]2[CH:37]=[CH:36][CH:35]=[CH:34][CH:33]=2)=[O:29])=[C:25]([CH3:27])[N:26]=1)=[N+:20]=[N-:21]>>[CH2:31]([NH:30][C:28]([C:24]1[S:23][C:22]([N:19]2[CH:11]=[C:10]([CH2:9][O:12][C:13]3[CH:18]=[CH:17][CH:16]=[CH:15][CH:14]=3)[N:21]=[N:20]2)=[N:26][C:25]=1[CH3:27])=[O:29])[C:32]1[CH:33]=[CH:34][CH:35]=[CH:36][CH:37]=1. Reported procedure: Following the procedure as described in Example 10, making variations as necessary to replace phenylacetylene with phenyl propargyl ether to react with 2-azido-N-benzyl-4-methylthiazole-5-carboxamide, the title compound was obtained as a white solid in 36% yield: mp 140-143° C. (ethyl acetate/hexanes); 1H NMR (300 MHz, CDCl3) δ 8.45 (s, 1H), 7.38-7.26 (m, 7H), 7.02-6.98 (m, 3H), 6.15 (t, J=6.0 Hz, 1H), 5.28 (s, 2H), 4.63 (d, J=6.0 Hz, 2H), 2.68 (s, 3H); 13C NMR (75 MHz, CDCl3) δ 160.8, 157.9, 15... Starting materials: COC(=O)c1ccc2c(C3CCCCC3)c(-c3ccccc3OCc3ccccc3)n(CC34CCCN3C(=O)OC4)c2c1, CO, [K+], [OH-], C[Si](C)(C)C=[N+]=[N-]. Yields the product COC(=O)c1ccc2c(C3CCCCC3)c(-c3ccccc3OCc3ccccc3)n(CC3(CO)CCCN3)c2c1. As a reaction SMILES: [CH2:3]([c:4]1[cH:5][cH:6][cH:7][cH:8][cH:9]1)[O:10][c:11]1[c:12](-[c:17]2[n:18]([CH2:36][C:37]34[N:38]([C:39](=[O:42])[O:40][CH2:41]3)[CH2:43][CH2:44][CH2:45]4)[c:19]3[cH:20][c:21]([C:32](=[O:33])[O:34][CH3:35])[cH:22][cH:23][c:24]3[c:25]2[CH:26]2[CH2:27][CH2:28][CH2:29][CH2:30][CH2:31]2)[cH:13][cH:14][cH:15][cH:16]1.[CH3:53][OH:54].[K+:2].[OH-:1].[Si:46]([CH:47]=[N+:48]=[N-:49])([CH3:50])([CH3:51])[CH3:52]>>[CH2:3]([c:4]1[cH:5][cH:6][cH:7][cH:8][cH:9]1)[O:10][c:11]1[c:12](-[c:17]2[n:18]([CH2:36][C:37]3([CH2:41][OH:40])[NH:38][CH2:43][CH2:44][CH2:45]3)[c:19]3[cH:20][c:21]([C:32](=[O:33])[O:34][CH3:35])[cH:22][cH:23][c:24]3[c:25]2[CH:26]2[CH2:27][CH2:28][CH2:29][CH2:30][CH2:31]2)[cH:13][cH:14][cH:15][cH:16]1. Starting materials: ClC1=C(C(=CC=C1)Cl)NC(=S)NC(C)=O (N-(2,6-dichlorophenyl)-N'-acetylthiourea), C([O-])([O-])=O.[K+].[K+] (potassium carbonate), C(C(C)C)Br (isobutylbromide). The solvent is CC(=O)C (acetone). The product is ClC1=C(C(=CC=C1)Cl)NC(=SCC(C)C)NC(C)=O (N-(2,6-dichlorophenyl)-N'-acetyl-S-isobutyl-thiourea). The yield is 92.0%. RXN SMILES: [Cl:1][C:2]1[CH:7]=[CH:6][CH:5]=[C:4]([Cl:8])[C:3]=1[NH:9][C:10]([NH:12][C:13](=[O:15])[CH3:14])=[S:11].C(=O)([O-])[O-].[K+].[K+].[CH2:22](Br)[CH:23]([CH3:25])[CH3:24]>CC(C)=O>[Cl:1][C:2]1[CH:7]=[CH:6][CH:5]=[C:4]([Cl:8])[C:3]=1[NH:9][C:10]([NH:12][C:13](=[O:15])[CH3:14])=[SH:11][CH2:22][CH:23]([CH3:25])[CH3:24] |f:1.2.3|. Procedure: 5.2 g (0.02 M) of N-(2,6-dichlorophenyl)-N'-acetylthiourea, 2.1 g (0.015M) of ground potassium carbonate, 3.3 ml (0.03M) of isobutylbromide and 50 ml of acetone were heated together under stirring and reflux for 4 hours. The acetone was then distilled off. The residue in the flask was washed with water and then filtered. 5.9 g (92% of theoretical yield) of N-(2,6-dichlorophenyl)-N'-acetyl-S-isobutyl-thiourea melting at 106° to 112° were obtained. After recrystallization from benzene the product ... Starting materials: O=C1NCCCC1(C(=O)OCC)OC1=CC(=C(C(=C1)F)F)F (ethyl 2-oxo-3-(3,4,5-trifluorophenoxy)piperidine-3-carboxylate), [H-].[Na+] (sodium hydride), COC1=CC=C(CCl)C=C1 (4-methoxybenzyl chloride). Solvent: [Cl-].[NH4+] (ammonium chloride), CN(C)C=O (DMF). Run at time 30 minute. The product is COC1=CC=C(CN2C(C(CCC2)(C(=O)OCC)OC2=CC(=C(C(=C2)F)F)F)=O)C=C1 (ethyl 1-(4-methoxybenzyl)-2-oxo-3-(3,4,5-trifluorophenoxy)piperidine-3-carboxylate). Reaction SMILES: [H-].[Na+].[O:3]=[C:4]1[C:9]([O:15][C:16]2[CH:21]=[C:20]([F:22])[C:19]([F:23])=[C:18]([F:24])[CH:17]=2)([C:10]([O:12][CH2:13][CH3:14])=[O:11])[CH2:8][CH2:7][CH2:6][NH:5]1.[CH3:25][O:26][C:27]1[CH:34]=[CH:33][C:30]([CH2:31]Cl)=[CH:29][CH:28]=1>CN(C=O)C.[Cl-].[NH4+]>[CH3:25][O:26][C:27]1[CH:34]=[CH:33][C:30]([CH2:31][N:5]2[CH2:6][CH2:7][CH2:8][C:9]([O:15][C:16]3[CH:21]=[C:20]([F:22])[C:19]([F:23])=[C:18]([F:24])[CH:17]=3)([C:10]([O:12][CH2:13][CH3:14])=[O:11])[C:4]2=[O:3])=[CH:29][CH:28]=1 |f:0.1,5.6|. Procedure: To a mixture of sodium hydride (60%, 59.6 mg) in DMF (5 mL) was added ethyl 2-oxo-3-(3,4,5-trifluorophenoxy)piperidine-3-carboxylate (430 mg) at 0° C. under a nitrogen atmosphere, and the mixture was stirred for 30 min. To the reaction mixture was added 4-methoxybenzyl chloride (0.221 mL), the mixture was stirred at 0° C. for 30 min and diluted with saturated aqueous ammonium chloride solution, and the mixture was extracted with ethyl acetate. The organic layer was separated, washed with water a...